From a dataset of the Open Reaction Database (ORD), a public repository of structured organic reaction records. describe an organic reaction: reactants, conditions, products, and yield Reactants: CN(C(=O)C1=CN=C(N1)C=1C(=CC(=C(C(=O)OC)C1)C)C)C (Methyl 5-(5-(dimethylcarbamoyl)-1H-imidazol-2-yl)-2,4-dimethylbenzoate), CN(C(=O)C1=CN=C(N1)C=1C(=CC(=C(C(=O)OC)C1)C)C)C (Methyl 5-(5-(dimethylcarbamoyl)-1H-imidazol-2-yl)-2,4-dimethylbenzoate), O1CCCC1 (tetrahydrofuran). Run in [Li+].[OH-] (LiOH). Yields the product CN(C(=O)C1=CN=C(N1)C=1C(=CC(=C(C(=O)O)C1)C)C)C (5-(5-(dimethylcarbamoyl)-1H-imidazol-2-yl)-2,4-dimethylbenzoic acid). Yield: 52.7%. RXN SMILES: [CH3:1][N:2]([CH3:22])[C:3]([C:5]1[NH:9][C:8]([C:10]2[C:11]([CH3:21])=[CH:12][C:13]([CH3:20])=[C:14]([CH:19]=2)[C:15]([O:17]C)=[O:16])=[N:7][CH:6]=1)=[O:4].O1CCCC1>[Li+].[OH-]>[CH3:1][N:2]([CH3:22])[C:3]([C:5]1[NH:9][C:8]([C:10]2[C:11]([CH3:21])=[CH:12][C:13]([CH3:20])=[C:14]([CH:19]=2)[C:15]([OH:17])=[O:16])=[N:7][CH:6]=1)=[O:4] |f:2.3|. Reported procedure: Methyl 5-(5-(dimethylcarbamoyl)-1H-imidazol-2-yl)-2,4-dimethylbenzoate (compound 232.1, 113 mg, 0.37 mmol) was dissolved in 2N LiOH aqueous (1 ml) and tetrahydrofuran (THF) (5 ml) and heated to 50° C. for 16 hours. After cooling to ambient temperature, the organic solvent was removed in vacuo. The pH of the remaining aqueous layer was adjusted with 2N HCl to pH 3-4. The resulting precipitate was collected by filtration and dried to afford 56 mg of 5-(5-(dimethylcarbamoyl)-1H-imidazol-2-yl)-2,4-d... Reactants: NC=1C=2N(C=C(C1)C(=O)N)C=C(N2)C (8-Amino-2-methylimidazo[1,2-a]pyridine-6-carboxamide), C(C)C1=C(CCl)C(=CC=C1)C (2-ethyl-6-methylbenzylchloride), C([O-])([O-])=O.[K+].[K+] (potassium carbonate), [I-].[Na+] (sodium iodide). Run in CN(C=O)C (dimethylformamide). Reaction conditions: temperature 50 celsius, time 48 hour. Yields the product CC=1N=C2N(C=C(C=C2NCC2=C(C=CC=C2C)CC)C(=O)N)C1 (2-methyl-8-(2-ethyl-6-methylbenzylamino)-imidazo[1,2-a]pyridine-6-carboxamide). Isolated yield 2.4%. As a reaction SMILES: [NH2:1][C:2]1[C:3]2[N:4]([CH:11]=[C:12]([CH3:14])[N:13]=2)[CH:5]=[C:6]([C:8]([NH2:10])=[O:9])[CH:7]=1.[CH2:15]([C:17]1[CH:24]=[CH:23][CH:22]=[C:21]([CH3:25])[C:18]=1[CH2:19]Cl)[CH3:16].C(=O)([O-])[O-].[K+].[K+].[I-].[Na+]>CN(C)C=O>[CH3:14][C:12]1[N:13]=[C:3]2[C:2]([NH:1][CH2:19][C:18]3[C:21]([CH3:25])=[CH:22][CH:23]=[CH:24][C:17]=3[CH2:15][CH3:16])=[CH:7][C:6]([C:8]([NH2:10])=[O:9])=[CH:5][N:4]2[CH:11]=1 |f:2.3.4,5.6|. Procedure: 8-Amino-2-methylimidazo[1,2-a]pyridine-6-carboxamide (3.8 g, 20 mmol), 2-ethyl-6-methylbenzylchloride (2.8 g, 17 mmol), potassium carbonate (5.5 g, 40 mmol) and sodium iodide (0.1 g, 0.6 mmol) were added to dimethylformamide (75 ml) and the mixture was stirred at 50° C. for 4 h. and at room temperature for 48 h. The reaction mixture was filtred through silica gel and the gel was washed with methylene chloride. The solvents were evaporated under reduced pressure and the residue was purified by co... The reactants are acid 7, C=1C=CC2=C(C1)N=NN2O.N (HOBT NH3), CN(C)C(=[N+](C)C)ON1C2=C(C=CC=C2)N=N1.[B-](F)(F)(F)F (TBTU), CCN(C(C)C)C(C)C (DIEA), CN(C)C=O (DMF), O (water). The product is C1(CCCCC1)C=1NC(=CC1C(=O)N)C1=CC=NC=C1 (2-cyclohexyl-5-pyridin-4-yl-1H-pyrrole-3-carboxylic acid amide). The yield is 43.0%. Reaction SMILES: [CH:1]1[CH:2]=[CH:3][C:4]2N(O)N=N[C:5]=2[CH:6]=1.[NH3:11].CN(C(ON1N=[N:27][C:22]2[CH:23]=[CH:24][CH:25]=[CH:26]C1=2)=[N+](C)C)C.[B-](F)(F)(F)F.CC[N:36]([CH:40]([CH3:42])C)[CH:37]([CH3:39])C.[OH2:43].[CH3:44]N(C=O)C>>[CH:5]1([C:44]2[NH:11][C:25]([C:26]3[CH:39]=[CH:37][N:36]=[CH:40][CH:42]=3)=[CH:24][C:23]=2[C:22]([NH2:27])=[O:43])[CH2:4][CH2:3][CH2:2][CH2:1][CH2:6]1 |f:0.1,2.3|. Procedure details: A solution of acid 7 (0.3 g, 1 mmol), HOBT-NH3 (0.3 g, 2 mmol), TBTU (0.64 g, 2 mmol), DIEA (1 mL, 6 mmol) in DMF (4 mL) was stirred at rt for 6 h. The reaction mixture was poured into water and the aqueous phase was extracted (×3) with EtOAc. The organic phase was washed with 1N NaOH, then with water, brine, dried (Na2SO4) and concentrated. The crude material was purified by silica gel chromatography (DCM/MeOH 12:1) to yield 2-cyclohexyl-5-pyridin-4-yl-1H-pyrrole-3-carboxylic acid amide (0.12 g... Starting materials: C(C)(C)(C)OC(=O)N1CCC2=C(N(N=C2CC1)C(C)C)OS(=O)(=O)C(F)(F)F (2-isopropyl-3-trifluoromethanesulfonyloxy-4,5,7,8-tetrahydro-2H-1,2,6-triaza-azulene-6-carboxylic acid tert-butyl ester), ClC1=C(C=CC=C1)B(O)O (2-chlorophenylboronic acid). Yields the product ClC1=C(C=CC=C1)C=1N(N=C2CCNCCC12)C(C)C (3-(2-Chloro-phenyl)-2-isopropyl-2,4,5,6,7,8-hexahydro-1,2,6-triaza-azulene). Isolated yield 49.9%. Reaction SMILES: C(OC([N:8]1[CH2:17][CH2:16][C:15]2[C:11](=[C:12](OS(C(F)(F)F)(=O)=O)[N:13]([CH:18]([CH3:20])[CH3:19])[N:14]=2)[CH2:10][CH2:9]1)=O)(C)(C)C.[Cl:29][C:30]1[CH:35]=[CH:34][CH:33]=[CH:32][C:31]=1B(O)O>>[Cl:29][C:30]1[CH:35]=[CH:34][CH:33]=[CH:32][C:31]=1[C:12]1[N:13]([CH:18]([CH3:19])[CH3:20])[N:14]=[C:15]2[C:11]=1[CH2:10][CH2:9][NH:8][CH2:17][CH2:16]2. Procedure details: The title compound (90 mg) was prepared according to Example 189 using 266 mg of 2-isopropyl-3-trifluoromethanesulfonyloxy-4,5,7,8-tetrahydro-2H-1,2,6-triaza-azulene-6-carboxylic acid tert-butyl ester (Example 189, Step A) and 292 mg of 2-chlorophenylboronic acid. MS (ESI): exact mass calculated for C16H20ClN3, 289.13. found, m/z 290.4 [M+H]+, 292.4 [M+H]+. 1H NMR (500 MHz, CD3OD): 7.65-7.63 (m, 1H), 7.58-7.49 (m, 2H), 7.41-7.39 (m, 1H), 4.66 (br s, 2H), 4.16 (m, 1H), 4.00-3.44 (m, 2H), 3.0-2.6 ...